Dataset: the Open Reaction Database (ORD), a public repository of structured organic reaction records. Task: describe an organic reaction: reactants, conditions, products, and yield The reactants are C([O-])([O-])=O.[K+].[K+] (potassium carbonate), C(=O)(C1=CC=CC=C1)Br (BzBr). The solvent is CC(=O)C (acetone), CC(=O)C (acetone). The product is C(C1=CC=CC=C1)OC=1C=C(C=O)C=C(C1)OCC1=CC=CC=C1 (3,5-dibenzyloxybenzaldehyde). The yield is 34.0%. RXN SMILES: [C:1](=[O:4])([O-])[O-].[K+].[K+].[C:7](Br)([C:9]1[CH:14]=[CH:13][CH:12]=[CH:11][CH:10]=1)=[O:8]>CC(C)=O>[CH2:7]([O:8][C:11]1[CH:10]=[C:9]([CH:14]=[C:13]([O:4][CH2:1][C:9]2[CH:14]=[CH:13][CH:12]=[CH:11][CH:10]=2)[CH:12]=1)[CH:7]=[O:8])[C:9]1[CH:14]=[CH:13][CH:12]=[CH:11][CH:10]=1 |f:0.1.2|. Reported procedure: To a mixture of DHBD (24.4 g, 177 mmol) and potassium carbonate (12.2 g, 88.5 mmol) heated at reflux under argon in dry acetone (200 ml) was added dropwise over 12 hours a solution of BzBr (43.4 g, 30.2 ml, 248 mmol) in dry acetone (30 ml). Thin layer chromatography showed very little DHBD after the addition was complete. The reaction mixture was evaporated to dryness and the residue partitioned between dichloromethane/water. The aqueous layer was further extracted with dichloromethane (3×100 ml...